From a dataset of the Open Reaction Database (ORD), a public repository of structured organic reaction records. describe an organic reaction: reactants, conditions, products, and yield Reactants: FC(C1=C(CN2CC(CC2)C=O)C=CC(=C1)C(F)(F)F)(F)F (1-[2,4-bis(trifluoromethyl)benzyl]pyrrolidine-3-carbaldehyde), C(C#C)NC1=NC(SC1)=O (4-(prop-2-yn-1-ylamino)-1,3-thiazol-2(5H)-one), C(C)(=O)[O-].[NH2+]1CCCCC1 (piperidinium acetate). Solvent: CC(C)O (2-propanol). Conditions: temperature 80 celsius, time 2 hour. The product is FC(C1=C(CN2CC(CC2)\C=C/2\C(=NC(S2)=O)NCC#C)C=CC(=C1)C(F)(F)F)(F)F ((5Z)-5-({1-[2,4-bis(trifluoromethyl)benzyl]pyrrolidin-3-yl}methylidene)-4-(prop-2-yn-1-ylamino)-1,3-thiazol-2(5H)-one). Isolated yield 48.7%. As a reaction SMILES: [F:1][C:2]([F:22])([F:21])[C:3]1[CH:16]=[C:15]([C:17]([F:20])([F:19])[F:18])[CH:14]=[CH:13][C:4]=1[CH2:5][N:6]1[CH2:10][CH2:9][CH:8]([CH:11]=O)[CH2:7]1.[CH2:23]([NH:26][C:27]1[CH2:31][S:30][C:29](=[O:32])[N:28]=1)[C:24]#[CH:25].C([O-])(=O)C.[NH2+]1CCCCC1>CC(O)C>[F:22][C:2]([F:1])([F:21])[C:3]1[CH:16]=[C:15]([C:17]([F:20])([F:19])[F:18])[CH:14]=[CH:13][C:4]=1[CH2:5][N:6]1[CH2:10][CH2:9][CH:8](/[CH:11]=[C:31]2/[C:27]([NH:26][CH2:23][C:24]#[CH:25])=[N:28][C:29](=[O:32])[S:30]/2)[CH2:7]1 |f:2.3|. Procedure details: To a solution of 1-[2,4-bis(trifluoromethyl)benzyl]pyrrolidine-3-carbaldehyde (1.1 g) in 2-propanol (10 mL) were added 4-(prop-2-yn-1-ylamino)-1,3-thiazol-2(5H)-one (0.782 g) and piperidinium acetate (0.491 g). The reaction mixture was stirred at 80° C. for 2 hr, and the solvent was evaporated under reduced pressure. Water was added to the residue, and the mixture was extracted with ethyl acetate. The extract was washed with saturated brine, and dried over anhydrous magnesium sulfate, and the so... RXN SMILES: [N:1]1[CH:6]=[CH:5][C:4]([C:7]2[CH:12]=[CH:11][C:10]([C:13]3[O:14][C:15]4[C:21]([C:22]([O:24]C)=O)=[CH:20][CH:19]=[CH:18][C:16]=4[N:17]=3)=[CH:9][CH:8]=2)=[CH:3][CH:2]=1.[NH3:26]>CO>[N:1]1[CH:2]=[CH:3][C:4]([C:7]2[CH:8]=[CH:9][C:10]([C:13]3[O:14][C:15]4[C:21]([C:22]([NH2:26])=[O:24])=[CH:20][CH:19]=[CH:18][C:16]=4[N:17]=3)=[CH:11][CH:12]=2)=[CH:5][CH:6]=1. Product: N1=CC=C(C=C1)C1=CC=C(C=C1)C=1OC2=C(N1)C=CC=C2C(=O)N (2-(4-(pyridin-4-yl)phenyl)benzo[d]oxazole-7-carboxamide). Procedure: Methyl 2-(4-(pyridin-4-yl)phenyl)benzo[d]oxazole-7-carboxylate (160 mg, 0.5 mmol) was added to ammonia in methanol (30 mL) and the mixture was stirred at room temperature for 3 days. Then the solid was filtered, washed with methanol, dried in vacuum. 140 mg of solid of 2-(4-(pyridin-4-yl)phenyl)benzo[d]oxazole-7-carboxamide was obtained, yield: 90%. 1H-NMR (400 MHz, DMSO-d6) δ 7.50-7.54 (t, J=8 Hz, 1H), 7.83-7.86 (m, 2H), 7.89-7.96 (brs, 2H), 7.99-8.01 (d, J=7.6 Hz, 2H), 8.08-8.10 (d, J=8.4 Hz, ... Isolated yield 90.0%. The solvent is CO (methanol). The reactants are N1=CC=C(C=C1)C1=CC=C(C=C1)C=1OC2=C(N1)C=CC=C2C(=O)OC (Methyl 2-(4-(pyridin-4-yl)phenyl)benzo[d]oxazole-7-carboxylate), N (ammonia). Conditions: time 3 day. Reactants: C(C)OC(=O)C1(CC1)[C@@H]1C(C(N(C1)[C@@H](C)C1=CC=CC=C1)=S)(F)F (4-(S)-(1-Ethoxycarbonylcyclopropyl)-3,3-difluoro-1-[1-(S)-phenylethyl]-2-pyrrolidinethione). The reagents and catalysts are [Ni] (Raney nickel). Solvent: C(C)O (ethanol). Conditions: time 30 minute. Yields the product C(C)OC(=O)C1(CC1)[C@H]1C(CN(C1)[C@@H](C)C1=CC=CC=C1)(F)F (4-(R)-(1-Ethoxycarbonylcyclopropyl)-3 3-difluoro-1-[1-(S)-phenylethyl]pyrrolidine). Yield: 96.3%. Reaction SMILES: [CH2:1]([O:3][C:4]([C:6]1([C@H:9]2[CH2:13][N:12]([C@H:14]([C:16]3[CH:21]=[CH:20][CH:19]=[CH:18][CH:17]=3)[CH3:15])[C:11](=S)[C:10]2([F:24])[F:23])[CH2:8][CH2:7]1)=[O:5])[CH3:2]>C(O)C.[Ni]>[CH2:1]([O:3][C:4]([C:6]1([C@@H:9]2[CH2:13][N:12]([C@H:14]([C:16]3[CH:17]=[CH:18][CH:19]=[CH:20][CH:21]=3)[CH3:15])[CH2:11][C:10]2([F:24])[F:23])[CH2:7][CH2:8]1)=[O:5])[CH3:2]. Procedure: 4-(S)-(1-Ethoxycarbonylcyclopropyl)-3,3-difluoro-1-[1-(S)-phenylethyl]-2-pyrrolidinethione (2.883 g, 8.157 mmol) was dissolved in anhydrous ethanol (80 ml), and the solution was mixed with Raney nickel (8 ml) and stirred at room temperature for 30 minutes. After removing the catalyst by celite filtration (ethanol washing), the resulting filtrate was concentrated under reduced-pressure. The thus obtained residue was dissolved in diethyl ether (150 ml), washed with 10% ammonia water (100 ml×4) and... The reactants are ClC1=C(C(=O)O)C=CC=C1C(F)(F)F (2-chloro-3-(trifluoromethyl)benzoic acid), NC=1C=C(OC=2C=CC=3N(N2)C=C(N3)NC(=O)C3CC3)C=CC1 (N-[6-(3-aminophenoxy)imidazo[1,2-b]pyridazin-2-yl]cyclopropanecarboxamide), C(C(=O)Cl)(=O)Cl (oxalyl chloride), O1CCCC1 (tetrahydrofuran). The reagents and catalysts are CN(C=O)C (N,N-dimethylformamide). The solvent is CN1C(CCC1)=O (N-methylpyrrolidone). Yields the product ClC1=C(C(=O)NC2=CC(=CC=C2)OC=2C=CC=3N(N2)C=C(N3)NC(=O)C3CC3)C=CC=C1C(F)(F)F (2-chloro-N-[3-({2-[(cyclopropylcarbonyl)amino]imidazo[1,2-b]pyridazin-6-yl}oxy)phenyl]-3-(trifluoromethyl)benzamide). Isolated yield 66.6%. Reaction SMILES: [Cl:1][C:2]1[C:10]([C:11]([F:14])([F:13])[F:12])=[CH:9][CH:8]=[CH:7][C:3]=1[C:4]([OH:6])=O.C(Cl)(=O)C(Cl)=O.O1CCCC1.[NH2:26][C:27]1[CH:28]=[C:29]([CH:46]=[CH:47][CH:48]=1)[O:30][C:31]1[CH:32]=[CH:33][C:34]2[N:35]([CH:37]=[C:38]([NH:40][C:41]([CH:43]3[CH2:45][CH2:44]3)=[O:42])[N:39]=2)[N:36]=1>CN(C)C=O.CN1CCCC1=O>[Cl:1][C:2]1[C:10]([C:11]([F:14])([F:13])[F:12])=[CH:9][CH:8]=[CH:7][C:3]=1[C:4]([NH:26][C:27]1[CH:48]=[CH:47][CH:46]=[C:29]([O:30][C:31]2[CH:32]=[CH:33][C:34]3[N:35]([CH:37]=[C:38]([NH:40][C:41]([CH:43]4[CH2:44][CH2:45]4)=[O:42])[N:39]=3)[N:36]=2)[CH:28]=1)=[O:6]. Reported procedure: Using 2-chloro-3-(trifluoromethyl)benzoic acid (88 mg, 0.39 mmol), oxalyl chloride (42 μL, 0.49 mmol), N,N-dimethylformamide (1 drop), tetrahydrofuran (3.0 mL), N-[6-(3-aminophenoxy)imidazo[1,2-b]pyridazin-2-yl]cyclopropanecarboxamide (100 mg, 0.32 mmol) and N-methylpyrrolidone (4.0 mL) as starting materials and in the same manner as in Example 335, the title compound (110 mg, 68%) was obtained as a white powder. Reactants: CC[O-], CC(=O)Cl, Cl, [Na+], C1CCOC1, CCOC(=O)C(C(=O)OCC)c1ccccc1. Product: CCOC(=O)C(C(C)=O)(C(=O)OCC)c1ccccc1. Reaction SMILES: [CH3:19][CH2:20][O-:21].[CH3:22][C:23](=[O:24])[Cl:25].[ClH:26].[Na+:18].[O:27]1[CH2:28][CH2:29][CH2:30][CH2:31]1.[c:1]1([CH:7]([C:8](=[O:9])[O:10][CH2:11][CH3:12])[C:13](=[O:14])[O:15][CH2:16][CH3:17])[cH:2][cH:3][cH:4][cH:5][cH:6]1>>[c:1]1([C:7]([C:8](=[O:9])[O:10][CH2:11][CH3:12])([C:13](=[O:14])[O:15][CH2:16][CH3:17])[C:20]([CH3:19])=[O:21])[cH:2][cH:3][cH:4][cH:5][cH:6]1. Starting materials: O (water), BrC(C(=O)OC)C (Methyl 2-bromopropionate), [N+](=O)([O-])C1=CC=C(C=C1)O (4-nitrophenol), C([O-])([O-])=O.[K+].[K+] (potassium carbonate). Solvent: C(C)#N (acetonitrile). Yields the product [N+](=O)([O-])C1=CC=C(OC(C(=O)OC)C)C=C1 (Methyl 2-(4-nitrophenoxy)propionate). RXN SMILES: Br[CH:2]([CH3:7])[C:3]([O:5][CH3:6])=[O:4].[N+:8]([C:11]1[CH:16]=[CH:15][C:14]([OH:17])=[CH:13][CH:12]=1)([O-:10])=[O:9].C(=O)([O-])[O-].[K+].[K+].O>C(#N)C>[N+:8]([C:11]1[CH:16]=[CH:15][C:14]([O:17][CH:2]([CH3:7])[C:3]([O:5][CH3:6])=[O:4])=[CH:13][CH:12]=1)([O-:10])=[O:9] |f:2.3.4|. Reported procedure: Methyl 2-bromopropionate (60.12 g, 0.36 mol) is added to a mixture of 4-nitrophenol (25 g, 0.18 mol) and potassium carbonate (49.75 g, 0.36 mol) in acetonitrile. The reaction mixture is refluxed for 18 hours, cooled and poured into water. The phases are separated and the aqueous phase is extracted with ethyl acetate. The organic phase and the organic extracts are combined, washed with water, dried over anhydrous sodium sulfate and concentrated in vacuo to give the title product as a white powder... The yield is 95.0%. Reaction SMILES: [Cl:1][C:2]1[CH:3]=[C:4](/[CH:9]=[CH:10]/[C:11]([N:13]2[CH2:19][CH2:18][C:17](=[O:20])[N:16]([CH2:21][CH2:22][C:23]([OH:25])=O)[CH2:15][CH2:14]2)=[O:12])[CH:5]=[CH:6][C:7]=1[Cl:8].C([Si](C)(C)[O:31][C@H:32]1[C@@H:37]([O:38][Si](C(C)(C)C)(C)C)[CH2:36][CH2:35][NH:34][CH2:33]1)(C)(C)C>>[Cl:1][C:2]1[CH:3]=[C:4](/[CH:9]=[CH:10]/[C:11]([N:13]2[CH2:19][CH2:18][C:17](=[O:20])[N:16]([CH2:21][CH2:22][C:23]([N:34]3[CH2:35][CH2:36][CH:37]([OH:38])[CH:32]([OH:31])[CH2:33]3)=[O:25])[CH2:15][CH2:14]2)=[O:12])[CH:5]=[CH:6][C:7]=1[Cl:8]. The reactants are ClC=1C=C(C=CC1Cl)/C=C/C(=O)N1CCN(C(CC1)=O)CCC(=O)O (3-{4-[(E)-3-(3,4-dichloro-phenyl)-acryloyl]-7-oxo-[1,4]diazepan-1-yl}-propionic acid), C(C)(C)(C)[Si](O[C@@H]1CNCC[C@@H]1O[Si](C)(C)C(C)(C)C)(C)C ((cis)-(rac)-3,4-bis-(tert-butyl-dimethyl-silanyloxy)-piperidine), ClC=1C=C(C=CC1Cl)/C=C/C(=O)N1CCN(C(CC1)=O)CCC(=O)O (3-{4-[(E)-3-(3,4-dichloro-phenyl)-acryloyl]-7-oxo-[1,4]diazepan-1-yl}-propionic acid), C(C)(C)(C)[Si](O[C@@H]1CNCC[C@@H]1O[Si](C)(C)C(C)(C)C)(C)C ((cis)-(rac)-3,4-bis-(tert-butyl-dimethyl-silanyloxy)-piperidine). Product: ClC=1C=C(C=CC1Cl)/C=C/C(=O)N1CCN(C(CC1)=O)CCC(=O)N1CC(C(CC1)O)O (1-[(E)-3-(3,4-Dichloro-phenyl)-acryloyl]-4-[3-((3RS,4SR)-3,4-dihydroxy-piperidin-1-yl)-3-oxo-propyl]-[1,4]diazepan-5-one). Reported procedure: In analogy to the procedure described in Example 1,3-{4-[(E)-3-(3,4-dichloro-phenyl)-acryloyl]-7-oxo-[1,4]diazepan-1-yl}-propionic acid (intermediate 5) and (cis)-(rac)-3,4-bis-(tert-butyl-dimethyl-silanyloxy)-piperidine (intermediate 9) gave the titled compound in 95% yield as a white solid. MS: 712.5 (MH+, 2Cl).